Dataset: the Open Reaction Database (ORD), a public repository of structured organic reaction records. Task: describe an organic reaction: reactants, conditions, products, and yield The reactants are CC(Oc1c(N)ncc2c(-c3cnn(C4CCN(C(=O)OC(C)(C)C)CC4)c3)c(Br)oc12)c1c(Cl)ccc(F)c1Cl, CCOCC, ClCCl, Cl. The product is CC(Oc1c(N)ncc2c(-c3cnn(C4CCNCC4)c3)c(Br)oc12)c1c(Cl)ccc(F)c1Cl. RXN SMILES: [C:1]([O:2][C:3](=[O:4])[N:8]1[CH2:9][CH2:10][CH:11]([n:14]2[n:15][cH:16][c:17](-[c:19]3[c:20]([Br:41])[o:21][c:22]4[c:23]3[cH:24][n:25][c:26]([NH2:40])[c:27]4[O:28][CH:29]([CH3:30])[c:31]3[c:32]([Cl:39])[c:33]([F:38])[cH:34][cH:35][c:36]3[Cl:37])[cH:18]2)[CH2:12][CH2:13]1)([CH3:5])([CH3:6])[CH3:7].[CH3:46][CH2:47][O:48][CH2:49][CH3:50].[Cl:43][CH2:44][Cl:45].[ClH:42]>>[NH:8]1[CH2:9][CH2:10][CH:11]([n:14]2[n:15][cH:16][c:17](-[c:19]3[c:20]([Br:41])[o:21][c:22]4[c:23]3[cH:24][n:25][c:26]([NH2:40])[c:27]4[O:28][CH:29]([CH3:30])[c:31]3[c:32]([Cl:39])[c:33]([F:38])[cH:34][cH:35][c:36]3[Cl:37])[cH:18]2)[CH2:12][CH2:13]1.